From a dataset of the Open Reaction Database (ORD), a public repository of structured organic reaction records. describe an organic reaction: reactants, conditions, products, and yield Reaction SMILES: [N:1]([CH2:4][C@H:5]1[CH2:8][CH2:7][N:6]1[C:9]([O:11][C:12]([CH3:15])([CH3:14])[CH3:13])=[O:10])=[N+]=[N-].[H][H]>[Pd].CO>[NH2:1][CH2:4][C@H:5]1[CH2:8][CH2:7][N:6]1[C:9]([O:11][C:12]([CH3:15])([CH3:14])[CH3:13])=[O:10]. Yield: 100.0%. The reagents and catalysts are [Pd] (Pd/C). Reactants: N(=[N+]=[N-])C[C@@H]1N(CC1)C(=O)OC(C)(C)C ((R)-tert-butyl 2-(azidomethyl)azetidine-1-carboxylate), [H][H] (hydrogen). Product: NC[C@@H]1N(CC1)C(=O)OC(C)(C)C ((R)-tert-butyl 2-(aminomethyl)azetidine-1-carboxylate). Procedure: A mixture of (R)-tert-butyl 2-(azidomethyl)azetidine-1-carboxylate (17 g, 80 mmol), 10% Pd/C (2 g) and MeOH (150 mL) was stirred under 45 psi hydrogen for 1 hour. The catalyst was filtered off and the filtrate was concentrated to give (R)-tert-butyl 2-(aminomethyl)azetidine-1-carboxylate (14.9 g, yield 100%). LRMS (M+H+) m/z 187.3. Run in CO (MeOH). Starting materials: COC(=O)C1=CC=C(C=C1)C1=C(C=C(C=C1)OC)[N+](=O)[O-] (4′-methoxy-2′-nitro-biphenyl-4-carboxylic acid methyl ester), C(C)(=O)OCC (ethyl acetate). The reagents and catalysts are [Pd] (palladium on carbon). Solvent: C(C)O (ethanol). Reaction conditions: time 18 hour. Yields the product COC(=O)C1=CC=C(C=C1)C1=C(C=C(C=C1)OC)N (2′-amino-4′-methoxy-biphenyl-4-carboxylic acid methyl ester). Isolated yield 98.3%. Reaction SMILES: [CH3:1][O:2][C:3]([C:5]1[CH:10]=[CH:9][C:8]([C:11]2[CH:16]=[CH:15][C:14]([O:17][CH3:18])=[CH:13][C:12]=2[N+:19]([O-])=O)=[CH:7][CH:6]=1)=[O:4].C(OCC)(=O)C>C(O)C.[Pd]>[CH3:1][O:2][C:3]([C:5]1[CH:10]=[CH:9][C:8]([C:11]2[CH:16]=[CH:15][C:14]([O:17][CH3:18])=[CH:13][C:12]=2[NH2:19])=[CH:7][CH:6]=1)=[O:4]. Procedure details: To 4′-methoxy-2′-nitro-biphenyl-4-carboxylic acid methyl ester (4.00 g) suspended in ethanol (150 mL) and ethyl acetate (150 mL) is added 5% palladium on carbon (0.300 g). The reaction mixture is placed under an atmosphere of hydrogen (50 psi) and shaken on a Parr apparatus. After 18 h, the reaction mixture is degassed with nitrogen and filtered though a plug of silica gel, eluting with 700 mL ethyl acetate and 600 mL methylene chloride. The filtrate is evaporated to give 2′-amino-4′-methoxy-bip... The reactants are C([O-])([O-])=O.[K+].[K+] (potassium carbonate), C1(CCCCC1)N=C=NC1CCCCC1 (Dicyclohexylcarbodiimide), ClC1=C(C(=O)O)C=CC(=C1OC1COC1)S(=O)(=O)C (2-chloro-4-methylsulfonyl-3-(3-oxetanyloxy)benzoic acid), C(C)N1N=CC=C1O (1-ethyl-5-hydroxypyrazole). Reagents/catalysts: CC(C#N)(O)C (acetone cyanohydrin). Run in O (water), C(C)#N (acetonitrile). The product is C(C)N1N=CC(=C1O)C(C1=C(C(=C(C=C1)S(=O)(=O)C)OC1COC1)Cl)=O (1-Ethyl-4-(2-chloro-4-methylsulfonyl-3-(3-oxetanyloxy)benzoyl)-5-hydroxypyrazole), solid. RXN SMILES: C1(N=C=NC2CCCCC2)CCCCC1.[Cl:16][C:17]1[C:25]([O:26][CH:27]2[CH2:30][O:29][CH2:28]2)=[C:24]([S:31]([CH3:34])(=[O:33])=[O:32])[CH:23]=[CH:22][C:18]=1[C:19]([OH:21])=O.[CH2:35]([N:37]1[C:41]([OH:42])=[CH:40][CH:39]=[N:38]1)[CH3:36].C(=O)([O-])[O-].[K+].[K+]>C(#N)C.CC(C)(O)C#N.O>[CH2:35]([N:37]1[C:41]([OH:42])=[C:40]([C:19](=[O:21])[C:18]2[CH:22]=[CH:23][C:24]([S:31]([CH3:34])(=[O:33])=[O:32])=[C:25]([O:26][CH:27]3[CH2:30][O:29][CH2:28]3)[C:17]=2[Cl:16])[CH:39]=[N:38]1)[CH3:36] |f:3.4.5|. Reported procedure: Dicyclohexylcarbodiimide (0.72 g (3.5 mmol) was added at ambient temperature with stirring to a solution of 1.07 g (3.5 mmol) of 2-chloro-4-methylsulfonyl-3-(3-oxetanyloxy)benzoic acid and 0.45 g (4 mmol) of 1-ethyl-5-hydroxypyrazole in 25 mL of dry acetonitrile. The mixture was allowed to react for about one hour and then was filtered. The solids collected were extracted with dry acetonitrile. The filtrate and extract were combined and 0.69 g (5.0 mmol) of potassium carbonate and a few drops of... Reactants: CN1CCN(C2=CC(=CC=C12)/C(=C/C1=CC=C(C(=O)OC)C=C1)/C)C (methyl p-[(E)-2-(1,2,3,4-tetrahydro-1,4-dimethyl-6-quinoxalinyl)propenyl]-benzoate), [OH-].[K+] (potassium hydroxide). Solvent: C(C)O (ethanol), O (water). Product: CN1CCN(C2=CC(=CC=C12)/C(=C/C1=CC=C(C(=O)O)C=C1)/C)C (p-[(E)-2-(1,2,3,4-tetrahydro-1,4-dimethyl-6-quinoxalinyl)propenyl]benzoic acid). Yield: 78.3%. RXN SMILES: [CH3:1][N:2]1[C:11]2[C:6](=[CH:7][C:8](/[C:12](/[CH3:24])=[CH:13]/[C:14]3[CH:23]=[CH:22][C:17]([C:18]([O:20]C)=[O:19])=[CH:16][CH:15]=3)=[CH:9][CH:10]=2)[N:5]([CH3:25])[CH2:4][CH2:3]1.[OH-].[K+]>C(O)C.O>[CH3:1][N:2]1[C:11]2[C:6](=[CH:7][C:8](/[C:12](/[CH3:24])=[CH:13]/[C:14]3[CH:23]=[CH:22][C:17]([C:18]([OH:20])=[O:19])=[CH:16][CH:15]=3)=[CH:9][CH:10]=2)[N:5]([CH3:25])[CH2:4][CH2:3]1 |f:1.2|. Procedure details: 600 mg of this ester were converted into the free acid by reaction with a solution of 1.5 g of potassium hydroxide in 25 ml of ethanol and 10 ml of water at 50° C. during 4 hours. After recrystallization from ethyl acetate/hexane, there were obtained 450 mg of p-[(E)-2-(1,2,3,4-tetrahydro-1,4-dimethyl-6-quinoxalinyl)propenyl]benzoic acid in the form of orange crystals, melting point 203°-205° C. The reactants are N1=CC=CC2=CC(=CC=C12)C(C(=O)O)C (2-(quinolin-6-yl)propanoic acid), C1(=CC=CC=C1)C1=CC=C(N=N1)NN (1-(6-phenylpyridazin-3-yl)hydrazine), Cl (HCl). The solvent is C(=O)(O)[O-].[Na+] (NaHCO3). Reaction conditions: temperature 160 celsius. Yields the product C1(=CC=CC=C1)C=1C=CC=2N(N1)C(=NN2)C(C)C=2C=C1C=CC=NC1=CC2 (6-(1-(6-Phenyl-[1,2,4]triazolo[4,3-b]pyridazin-3-yl)ethyl)quinoline). Yield: 54.5%. As a reaction SMILES: [N:1]1[C:10]2[C:5](=[CH:6][C:7]([CH:11]([CH3:15])[C:12](O)=O)=[CH:8][CH:9]=2)[CH:4]=[CH:3][CH:2]=1.[C:16]1([C:22]2[N:27]=[N:26][C:25]([NH:28][NH2:29])=[CH:24][CH:23]=2)[CH:21]=[CH:20][CH:19]=[CH:18][CH:17]=1.Cl>C([O-])(O)=O.[Na+]>[C:16]1([C:22]2[CH:23]=[CH:24][C:25]3[N:26]([C:12]([CH:11]([C:7]4[CH:6]=[C:5]5[C:10](=[CH:9][CH:8]=4)[N:1]=[CH:2][CH:3]=[CH:4]5)[CH3:15])=[N:29][N:28]=3)[N:27]=2)[CH:17]=[CH:18][CH:19]=[CH:20][CH:21]=1 |f:3.4|. Procedure details: To a 2-5 ml Personal Chemistry microwave vial was added 2-(quinolin-6-yl)propanoic acid (0.25 g, 1.2 mmol), 1-(6-phenylpyridazin-3-yl)hydrazine (0.42 g, 2.2 mmol) and conc. HCl (2 mL). The mixture was heated in the microwave at 160° C. for 8 h. After cooling to rt, the mixture was poured into sat. NaHCO3 (100 mL) and then extracted with EtOAc (4×75 mL). The combined extracts were washed with brine, dried (Na2SO4) and concentrated onto silica. Purification by silica gel chromatography (1.0 to 4.5... Reactants: O1CCCC1 (tetrahydrofuran), N1=CC=CC=C1 (pyridine), C12(CCC(CC1)C2)N (norbornyl amine), CS(=O)(=O)Cl (methanesulfonyl chloride). The solvent is C(C)OCC (diethylether). Conditions: temperature 0 celsius, time 8 hour. The product is C12C(CC(C=C1)C2)CNS(=O)(=O)C (N-(bicyclo(2.2.1)hept-5-ene-2-ylmethyl)-methanesulfonamide). Yield: 76.0%. As a reaction SMILES: O1C[CH2:4][CH2:3][CH2:2]1.[N:6]1[CH:11]=[CH:10][CH:9]=[CH:8][CH:7]=1.C12(N)CC(CC1)CC2.[CH3:20][S:21](Cl)(=[O:23])=[O:22]>C(OCC)C>[CH:3]12[CH2:4][CH:8]([CH:7]=[CH:2]1)[CH2:9][CH:10]2[CH2:11][NH:6][S:21]([CH3:20])(=[O:23])=[O:22]. Reported procedure: Into a dry 500 ml round bottom flask equipped with a magnetic stirrer, condenser and an addition funnel was added 75 ml of dry distilled tetrahydrofuran, 32 g (0.41 moles) of pyridine and 50 g (0.41 moles) of norbornyl amine. The reaction mixture was cooled to 0° C. To the mixture was added via the additional funnel 47 g (0.41 moles) of methanesulfonyl chloride and the reaction mixture was stirred overnight. The reaction mixture was filtered to remove the pyridinium hydrochloride salt and the fi... The reactants are IC (iodomethane), C(CC(O)(C(=O)O)CC(=O)O)(=O)O (citric acid), [H-].[Na+] (sodium hydride), O=C1NC2=CC=CC=C2C=C1C(=O)OCC (ethyl 2-oxo-1,2-dihydroquinoline-3-carboxylate), [Br-].[Li+] (lithium bromide). Run in CN(C=O)C (N,N-dimethylformamide), COCCOC (1,2-dimethoxyethane). Reaction conditions: time 15 minute. Yields the product CN1C(C(=CC2=CC=CC=C12)C(=O)OCC)=O (ethyl 1-methyl-2-oxo-1,2-dihydroquinoline-3-carboxylate). The yield is 64.0%. RXN SMILES: [O:1]=[C:2]1[C:11]([C:12]([O:14][CH2:15][CH3:16])=[O:13])=[CH:10][C:9]2[C:4](=[CH:5][CH:6]=[CH:7][CH:8]=2)[NH:3]1.[H-].[Na+].[Br-].[Li+].IC.[C:23](O)(=O)CC(CC(O)=O)(C(O)=O)O>CN(C)C=O.COCCOC>[CH3:23][N:3]1[C:4]2[C:9](=[CH:8][CH:7]=[CH:6][CH:5]=2)[CH:10]=[C:11]([C:12]([O:14][CH2:15][CH3:16])=[O:13])[C:2]1=[O:1] |f:1.2,3.4|. Procedure: 3.5 g (16 mmol) of ethyl 2-oxo-1,2-dihydroquinoline-3-carboxylate was dissolved in a mixed solvent of N,N-dimethylformamide (80 mL) and 1,2-dimethoxyethane (25 mL), and under a nitrogen gas stream, 0.71 g (18 mmol) of 60% sodium hydride (oily) was added to the solution at room temperature. The mixture was stirred for 15 minutes at room temperature. 5.6 g (64 mmol) of lithium bromide was added to the above mixture at room temperature, and the resulting mixture was stirred for 15 minutes at room t... The reactants are C(C)C1=NC2=C(N1CC1=CC=C(C=C1)C1=C(C=CC=C1)C1=NN=NN1)C=C(C=C2C)NC(OOC2=CC=CC=C2)=NC#N (4'-[[2-ethyl-4-methyl-6-(2-phenoxy-3-cyano-isoureido)-1H-benzimidazol-1-yl]-methyl]-2-(1H-tetrazol-5-yl)-biphenyl), CNC (dimethylamine). Run in C(C)(C)O (isopropanol). Yields the product C(C)C1=NC2=C(N1CC1=CC=C(C=C1)C1=C(C=CC=C1)C1=NN=NN1)C=C(C=C2C)NC(=NC#N)N(C)C (4'-[[2-Ethyl-4-methyl-6-(2-cyano-3,3-dimethyl-guanidino) -1H-benzimidazol-1-yl]-methyl]-2-(1H-tetrazol-5-yl)-biphenyl). Reaction SMILES: [CH2:1]([C:3]1[N:7]([CH2:8][C:9]2[CH:14]=[CH:13][C:12]([C:15]3[CH:20]=[CH:19][CH:18]=[CH:17][C:16]=3[C:21]3[NH:25][N:24]=[N:23][N:22]=3)=[CH:11][CH:10]=2)[C:6]2[CH:26]=[C:27]([NH:31][C:32](=[N:41][C:42]#[N:43])OOC3C=CC=CC=3)[CH:28]=[C:29]([CH3:30])[C:5]=2[N:4]=1)[CH3:2].[CH3:44][NH:45][CH3:46]>C(O)(C)C>[CH2:1]([C:3]1[N:7]([CH2:8][C:9]2[CH:10]=[CH:11][C:12]([C:15]3[CH:20]=[CH:19][CH:18]=[CH:17][C:16]=3[C:21]3[NH:22][N:23]=[N:24][N:25]=3)=[CH:13][CH:14]=2)[C:6]2[CH:26]=[C:27]([NH:31][C:32]([N:45]([CH3:46])[CH3:44])=[N:41][C:42]#[N:43])[CH:28]=[C:29]([CH3:30])[C:5]=2[N:4]=1)[CH3:2]. Procedure: Prepared analogously to Example 6d from 4'-[[2-ethyl-4-methyl-6-(2-phenoxy-3-cyano-isoureido)-1H-benzimidazol-1-yl]-methyl]-2-(1H-tetrazol-5-yl)-biphenyl and dimethylamine in isopropanol. Reactants: N1=CC(=CC=C1)C=O (Pyridine-3-carboxaldehyde), C(C)(=O)NCC(=O)O (N-acetylglycine), C(C)(=O)[O-].[Na+] (sodium acetate), O (water), azlactone, O (water). Run in CC(=O)C (acetone), C(C)(=O)OC(C)=O (acetic anhydride). Reaction conditions: time 10 minute. The product is C(C)(=O)NC(C(=O)O)=CC=1C=NC=CC1 (2-acetamido-3-(3-pyridyl)acrylic acid). The yield is 23.1%. RXN SMILES: [N:1]1[CH:6]=[CH:5][CH:4]=[C:3]([CH:7]=O)[CH:2]=1.[C:9]([NH:12][CH2:13][C:14]([OH:16])=[O:15])(=[O:11])[CH3:10].C([O-])(=O)C.[Na+].O>C(OC(=O)C)(=O)C.CC(C)=O>[C:9]([NH:12][C:13](=[CH:7][C:3]1[CH:2]=[N:1][CH:6]=[CH:5][CH:4]=1)[C:14]([OH:16])=[O:15])(=[O:11])[CH3:10] |f:2.3|. Procedure: Pyridine-3-carboxaldehyde (92.6 g), N-acetylglycine (86.0 g) and sodium acetate (35.3 g) were heated together under reflux in acetic anhydride (150 ml) for 1 hour. After cooling, water (250 ml) was added and the mixture was filtered to give the crude azlactone (50.9 g) m.p. 55°-60°. Partial hydrolysis of the azlactone (50 g) was achieved by heating under reflux in acetone (450 ml) and water (75 ml) for four hours. After this time the bulk of the acetone was distilled off and more water (300 ml) ...